From a dataset of the Open Reaction Database (ORD), a public repository of structured organic reaction records. describe an organic reaction: reactants, conditions, products, and yield The reactants are ClC1=C(CC2CCC(CC2)CO)C=CC=C1 (4-(2-Chlorobenzyl)cyclohexylmethanol), FC1=C(C#N)C(=CC=C1)F (2,6-difluorobenzonitrile), CC(C)([O-])C.[K+] (potassium t-butoxide). The solvent is CN(C=O)C (dimethylformamide). The product is ClC1=C(CC2CCC(CC2)COC2=C(C#N)C(=CC=C2)F)C=CC=C1 (2-[4-(2-Chlorobenzyl)cyclohexylmethoxy]-6-fluorobenzonitrile). Yield: 99.8%. RXN SMILES: [Cl:1][C:2]1[CH:16]=[CH:15][CH:14]=[CH:13][C:3]=1[CH2:4][CH:5]1[CH2:10][CH2:9][CH:8]([CH2:11][OH:12])[CH2:7][CH2:6]1.[F:17][C:18]1[CH:25]=[CH:24][CH:23]=[C:22](F)[C:19]=1[C:20]#[N:21].CC(C)([O-])C.[K+]>CN(C)C=O>[Cl:1][C:2]1[CH:16]=[CH:15][CH:14]=[CH:13][C:3]=1[CH2:4][CH:5]1[CH2:6][CH2:7][CH:8]([CH2:11][O:12][C:22]2[CH:23]=[CH:24][CH:25]=[C:18]([F:17])[C:19]=2[C:20]#[N:21])[CH2:9][CH2:10]1 |f:2.3|. Procedure details: 4-(2-Chlorobenzyl)cyclohexylmethanol (68 mg; 0.28 mmol) and 2,6-difluorobenzonitrile (40 mg; 0.28 mmol) were carried out using Method I with potassium t-butoxide (35 mg; 0.31 mmol) in 1.5 mL of dimethylformamide. Material was purified by flash chromatography to give 100 mgs of title compound as a colorless oil. (100% yield).